The task is: describe an organic reaction: reactants, conditions, products, and yield. This data is from the Open Reaction Database (ORD), a public repository of structured organic reaction records. The reactants are O([K])[Si](C)(C)C (KOSiMe3), IC1=CC=CC2=CC=CC=C12 (1-iodonaphthalene). The reagents and catalysts are C=1C=CC(=CC1)/C=C/C(=O)/C=C/C2=CC=CC=C2.C=1C=CC(=CC1)/C=C/C(=O)/C=C/C2=CC=CC=C2.[Pd] (Pd(dba)2). Run at time 9 hour. The product is C(=C/CCCCC)/C1=CC=CC2=CC=CC=C12 ((Z)-1-(1-Heptenyl)naphthalene). Reaction SMILES: O([Si](C)(C)C)[K].I[C:8]1[C:17]2[C:12](=[CH:13][CH:14]=[CH:15][CH:16]=2)[CH:11]=[CH:10][CH:9]=1>C1C=CC(/C=C/C(/C=C/C2C=CC=CC=2)=O)=CC=1.C1C=CC(/C=C/C(/C=C/C2C=CC=CC=2)=O)=CC=1.[Pd]>[CH:17](/[C:8]1[C:17]2[C:12](=[CH:13][CH:14]=[CH:15][CH:16]=2)[CH:11]=[CH:10][CH:9]=1)=[CH:8]/[CH2:9][CH2:10][CH2:11][CH2:12][CH3:13] |f:2.3.4|. Reported procedure: Following General Procedure II, a mixture of KOSiMe3 (570 mg, 4.0 mmol, 2.0 equiv), (Z)-21 (379 mg, 2.2 mmol, 1.1 equiv), 1-iodonaphthalene (292 μL, 2.0 mmol) and Pd(dba)2 258 mg, 0.1 mmol, 0.05 equiv) was stirred at room temperature for 9 h, and then was filtered through SiO2. Purification by column chromatography (RP C18, MeOH/H2O, 9/1) and Kugelrohr distillation afforded 394 mg (88%) of (Z)-154a as colorless oil. Starting materials: C(\C=C\CC)(=O)OC (methyl 2-trans-pentenoate), N1CCCCC1 (piperidine). Conditions: temperature 100 celsius. Yields the product N1(CCCCC1)C(CC(=O)OC)CC (methyl 3-piperidinovalerate). Yield: 64.5%. RXN SMILES: [C:1]([O:7][CH3:8])(=[O:6])/[CH:2]=[CH:3]/[CH2:4][CH3:5].[NH:9]1[CH2:14][CH2:13][CH2:12][CH2:11][CH2:10]1>>[N:9]1([CH:3]([CH2:4][CH3:5])[CH2:2][C:1]([O:7][CH3:8])=[O:6])[CH2:14][CH2:13][CH2:12][CH2:11][CH2:10]1. Procedure details: A mixture of 500 g of methyl 2-trans-pentenoate and 372 g of piperidine was heated at 100° C. for 24 hours. 562 g (64% of theory) of methyl 3-piperidinovalerate of boiling point 75°-77° C./2 mbar were obtained by fractional distillation. Starting materials: NC1=NN(N=C1)CCCCC#N (5-(4-amino-1,2,3-triazol-2-yl)valeronitrile), C(C)N=C=S (ethylisothiocyanate). Solvent: C(C)#N (acetonitrile). Run at time 2.5 day. The product is C(C)NC(NC1=NN(N=C1)CCCCC#N)=S (5-[4-(3-ethylthioureido)-1,2,3-triazol-2-yl]valeronitrile). As a reaction SMILES: [NH2:1][C:2]1[CH:6]=[N:5][N:4]([CH2:7][CH2:8][CH2:9][CH2:10][C:11]#[N:12])[N:3]=1.[CH2:13]([N:15]=[C:16]=[S:17])[CH3:14]>C(#N)C>[CH2:13]([NH:15][C:16](=[S:17])[NH:1][C:2]1[CH:6]=[N:5][N:4]([CH2:7][CH2:8][CH2:9][CH2:10][C:11]#[N:12])[N:3]=1)[CH3:14]. Reported procedure: A solution of 5-(4-amino-1,2,3-triazol-2-yl)valeronitrile (1.65 g.) in acetonitrile (6 ml.) was treated with ethylisothiocyanate (0.87 g.) and the solution stirred for 2.5 days then heated under reflux for 4.5 hours. Evaporation of the solvent gave 5-[4-(3-ethylthioureido)-1,2,3-triazol-2-yl]valeronitrile. The reactants are C(CCC)(=O)C(C(=O)OCC)=CNC1=C(C=CC=C1)C(C)=O (Ethyl 2-butyryl-3-(2-acetylphenylamino)acrylate), C1(=CC=CC=C1)OC1=CC=CC=C1 (diphenyl ether). The solvent is CCOCC (ether). Yields the product C(CCC)(=O)C1=CNC2=C(C=CC=C2C1=O)C(C)=O (3-butyryl-8-acetyl-4(1H)-quinolone). The yield is 70.1%. Reaction SMILES: [C:1]([C:6](=[CH:12][NH:13][C:14]1[CH:19]=[CH:18][CH:17]=[CH:16][C:15]=1[C:20](=[O:22])[CH3:21])[C:7]([O:9]CC)=O)(=[O:5])[CH2:2][CH2:3][CH3:4].C1(OC2C=CC=CC=2)C=CC=CC=1>CCOCC>[C:1]([C:6]1[C:7](=[O:9])[C:19]2[C:14](=[C:15]([C:20](=[O:22])[CH3:21])[CH:16]=[CH:17][CH:18]=2)[NH:13][CH:12]=1)(=[O:5])[CH2:2][CH2:3][CH3:4]. Reported procedure: Ethyl 2-butyryl-3-(2-acetylphenylamino)acrylate (14.8 g, 48.8 mmol) was added to boiling diphenyl ether (50 ml) and heated at reflux for 3.5 hours. After cooling, the solution was poured into ether, and the solid filtered off and washed with ether to obtain 3-butyryl-8-acetyl-4(1H)-quinolone (8.8 g), contaminated with some diphenyl ether. This material was used without further purification. The reactants are CC1=C(C=C)C=CC=C1 (2-methylstyrene), ClC1=C(C=CC(=C1)Cl)N1NC(=CC1(C(=O)OCCCCCCCCCCCC)C)C(=O)OCC (Ethyl 1-(2,4-dichlorophenyl)-5-methyl-5-dodecyloxycarbonylpyrazoline-3-carboxylate). RXN SMILES: C[C:2]1[CH:9]=[CH:8][CH:7]=[CH:6][C:3]=1[CH:4]=[CH2:5].[Cl:10][C:11]1[CH:16]=[C:15]([Cl:17])[CH:14]=[CH:13][C:12]=1[N:18]1C(C)(C(OCCCCCCCCCCCC)=O)[CH:21]=[C:20]([C:39]([O:41][CH2:42][CH3:43])=[O:40])[NH:19]1>C(=O)([O-])[O-].[Na+].[Na+]>[Cl:10][C:11]1[CH:16]=[C:15]([Cl:17])[CH:14]=[CH:13][C:12]=1[N:18]1[C:4]([CH3:5])([C:3]2[CH:2]=[CH:9][CH:8]=[CH:7][CH:6]=2)[CH:21]=[C:20]([C:39]([O:41][CH2:42][CH3:43])=[O:40])[NH:19]1 |f:2.3.4|. Run in C([O-])([O-])=O.[Na+].[Na+] (sodium carbonate). Procedure: 23.7 g of 2-methylstyrene and 14.8 g of compound (IIa) (see Example 1) together with 50 ml saturated aqueous sodium carbonate solution are heated for 4 hours at 80° C. The aqueous phase is subsequently separated off, and the organic phase is dried over sodium sulfate and concentrated under reduced pressure. Column chromatography (eluent n-heptane/ethyl acetate 1:1) over silica gel gives 6.9 g of the above-described pyrazoline as a colorless solid of melting point 87°-89° C. The product is ClC1=C(C=CC(=C1)Cl)N1NC(=CC1(C1=CC=CC=C1)C)C(=O)OCC (Ethyl 1-(2,4-dichlorophenyl)-5-methyl-5-phenylpyrazoline-3-carboxylate). Yield: 63.5%. Starting materials: CCOC(=O)c1ccncc1, [Li]CCCC, C1CCOC1, [Cl-], Cl, O=[N+]([O-])c1ccccc1I, O=C(c1ccncc1)c1ccccc1[N+](=O)[O-], [Na+], [OH-], O, O, O. As a reaction SMILES: [C:16]([O:17][CH2:18][CH3:19])(=[O:20])[c:21]1[cH:22][cH:23][n:24][cH:25][cH:26]1.[CH2:11]([Li:12])[CH2:13][CH2:14][CH3:15].[CH2:50]1[O:51][CH2:52][CH2:53][CH2:54]1.[Cl-:46].[ClH:47].[I:1][c:2]1[cH:3][cH:4][cH:5][cH:6][c:7]1[N+:8]([O-:9])=[O:10].[N+:27]([O-:28])(=[O:29])[c:30]1[c:31]([C:32](=[O:33])[c:34]2[cH:35][cH:36][n:37][cH:38][cH:39]2)[cH:40][cH:41][cH:42][cH:43]1.[Na+:49].[OH-:48].[OH2:44].[OH2:45].[OH2:55]>>[NH2:27][c:30]1[c:31]([C:32](=[O:33])[c:34]2[cH:35][cH:36][n:37][cH:38][cH:39]2)[cH:40][cH:41][cH:42][cH:43]1. The product is Nc1ccccc1C(=O)c1ccncc1.